From a dataset of the Open Reaction Database (ORD), a public repository of structured organic reaction records. describe an organic reaction: reactants, conditions, products, and yield Reactants: FC(C1=CC=C(C=C1)N1N=C(N=C1)C1=CC=C(N)C=C1)(F)F (4-(1-(4-(trifluoromethyl)phenyl)-1H-1,2,4-triazol-3-yl)aniline), O1CCCC1 (tetrahydrofuran), C(C)(C)C1=C(C=CC=C1)N=C=S (1-isopropyl-2-isothiocyanatobenzene). The solvent is ClCCl (dichloromethane). Run at temperature 65 celsius. Yields the product C(C)(C)C1=C(C=CC=C1)NC(=S)NC1=CC=C(C=C1)C1=NN(C=N1)C1=CC=C(C=C1)C(F)(F)F (1-(2-isopropylphenyl)-3-(4-(1-(4-(trifluoromethyl)phenyl)-1H-1,2,4-triazol-3-yl)phenyl)thiourea). RXN SMILES: [F:1][C:2]([F:22])([F:21])[C:3]1[CH:8]=[CH:7][C:6]([N:9]2[CH:13]=[N:12][C:11]([C:14]3[CH:20]=[CH:19][C:17]([NH2:18])=[CH:16][CH:15]=3)=[N:10]2)=[CH:5][CH:4]=1.O1CCCC1.[CH:28]([C:31]1[CH:36]=[CH:35][CH:34]=[CH:33][C:32]=1[N:37]=[C:38]=[S:39])([CH3:30])[CH3:29]>ClCCl>[CH:28]([C:31]1[CH:36]=[CH:35][CH:34]=[CH:33][C:32]=1[NH:37][C:38]([NH:18][C:17]1[CH:19]=[CH:20][C:14]([C:11]2[N:12]=[CH:13][N:9]([C:6]3[CH:5]=[CH:4][C:3]([C:2]([F:1])([F:21])[F:22])=[CH:8][CH:7]=3)[N:10]=2)=[CH:15][CH:16]=1)=[S:39])([CH3:30])[CH3:29]. Procedure details: To 4-(1-(4-(trifluoromethyl)phenyl)-1H-1,2,4-triazol-3-yl)aniline (0.496 g, 1.63 mmol) in a 25 mL vial equipped with a stir bar, Vigreux column, and nitrogen inlet was added tetrahydrofuran (4.08 mL) followed by 1-isopropyl-2-isothiocyanatobenzene (0.826 ml, 4.89 mmol). The reaction was heated to 65° C. overnight. The reaction was cooled to room temperature. The reaction mixture was diluted with dichloromethane and washed with water. The aqueous layer was extracted with dichloromethane (2×). The... Starting materials: C(#N)C1=C(C=NN1C1=CC=C(C=C1)F)C(=O)OCC (ethyl 5-cyano-1-(4-fluorophenyl)-4-pyrazolecarboxylate), [OH-].[K+] (potassium hydroxide), C(C)O (ethanol). Solvent: O (water). Yields the product C(=O)(O)C=1C=NN(C1C(=O)N)C1=CC=C(C=C1)F (4-Carboxy-1-(4-fluorophenyl)-5-pyrazolecarboxamide). Reaction SMILES: [C:1]([C:3]1[N:7]([C:8]2[CH:13]=[CH:12][C:11]([F:14])=[CH:10][CH:9]=2)[N:6]=[CH:5][C:4]=1[C:15]([O:17]CC)=[O:16])#[N:2].[OH-].[K+].C([OH:24])C>O>[C:15]([C:4]1[CH:5]=[N:6][N:7]([C:8]2[CH:13]=[CH:12][C:11]([F:14])=[CH:10][CH:9]=2)[C:3]=1[C:1]([NH2:2])=[O:24])([OH:17])=[O:16] |f:1.2|. Procedure: A 2.5 g. portion of ethyl 5-cyano-1-(4-fluorophenyl)-4-pyrazolecarboxylate was combined with 2.6 g. of potassium hydroxide and stirred under reflux in 100 ml. of denatured ethanol for 4 hours. It was then cooled, made acid, diluted with water, and concentrated under vacuum to obtain 2.8 g. of the desired compound, m.p. 232° dec. after recrystallization from acetone. It was identified by elemental analysis. Starting materials: ClCCSC (2-chloroethylmethylsulphide), C(C)(C)[N-]C(C)C.[Li+] (Lithium diisopropylamide), solution, C1(=CC=CC=C1)CC(=O)O (phenylacetic acid). Run in O1CCCC1 (tetrahydrofuran), C1CCCCC1 (cyclohexane), O1CCCC1 (tetrahydrofuran). Reaction conditions: time 1.5 hour. The product is CSCCC(C(=O)OC)C1=CC=CC=C1 (Methyl (RS)-4-(methylthio)-2-phenylbutanoate). RXN SMILES: [CH:1]([N-]C(C)C)(C)C.[Li+].[C:9]1([CH2:15][C:16]([OH:18])=[O:17])[CH:14]=[CH:13][CH:12]=[CH:11][CH:10]=1.Cl[CH2:20][CH2:21][S:22][CH3:23]>C1CCCCC1.O1CCCC1>[CH3:23][S:22][CH2:21][CH2:20][CH:15]([C:9]1[CH:14]=[CH:13][CH:12]=[CH:11][CH:10]=1)[C:16]([O:18][CH3:1])=[O:17] |f:0.1|. Procedure details: Lithium diisopropylamide (450 ml of a 1.5M solution in cyclohexane) was added to a stirred solution of phenylacetic acid (40.8 g) in tetrahydrofuran (300 ml) at between 0° and 5° C. The mixture was warmed to room temperature, stirred for 1.5 hours, treated with 2-chloroethylmethylsulphide (30 ml) in tetrahydrofuran 30 ml, refluxed for 2 hours, cooled and evaporated. To the residue in methanol (200 ml) was added concentrated sulphuric acid (50 ml) in methanol (250 ml), the mixture refluxed for 1.... Reactants: COC(C[C@@H]1COC2=C1C=CC(=C2)O[C@@H]2CCC1=C(C=CC(=C21)F)O)=O ({(S)-6-[(R)-7-fluoro-4-hydroxy-indan-1-yloxy]-2,3-dihydro-benzofuran-3-yl}-acetic acid methyl ester), ClC=1N=NC(=CC1)Cl (3,6-dichloro-pyridazine), Intermediate 12. The product is COC(C[C@@H]1COC2=C1C=CC(=C2)O[C@@H]2CCC1=C(C=CC(=C21)F)OC=2N=NC(=CC2)Cl)=O ({(S)-6-[(R)-4-(6-Chloro-pyridazin-3-yloxy)-7-fluoro-indan-1-yloxy]-2,3-dihydro-benzofuran-3-yl}-acetic acid methyl ester). Reaction SMILES: [CH3:1][O:2][C:3](=[O:26])[CH2:4][C@H:5]1[C:9]2[CH:10]=[CH:11][C:12]([O:14][C@H:15]3[C:23]4[C:18](=[C:19]([OH:25])[CH:20]=[CH:21][C:22]=4[F:24])[CH2:17][CH2:16]3)=[CH:13][C:8]=2[O:7][CH2:6]1.[Cl:27][C:28]1[N:29]=[N:30][C:31](Cl)=[CH:32][CH:33]=1>>[CH3:1][O:2][C:3](=[O:26])[CH2:4][C@H:5]1[C:9]2[CH:10]=[CH:11][C:12]([O:14][C@H:15]3[C:23]4[C:18](=[C:19]([O:25][C:31]5[N:30]=[N:29][C:28]([Cl:27])=[CH:33][CH:32]=5)[CH:20]=[CH:21][C:22]=4[F:24])[CH2:17][CH2:16]3)=[CH:13][C:8]=2[O:7][CH2:6]1. Reported procedure: The title compound is prepared from {(S)-6-[(R)-7-fluoro-4-hydroxy-indan-1-yloxy]-2,3-dihydro-benzofuran-3-yl}-acetic acid methyl ester and 3,6-dichloro-pyridazine following a procedure analogous to that described for Intermediate 12. LC (method 2): tR=1.11 min; Mass spectrum (ESI+): m/z=471/473 (Cl) [M+H]+. Starting materials: CO, CCOC(=O)Cn1c(C(=O)NCc2nnc(C)n2-c2sc(CC)cc2C(=O)c2ccccc2Cl)cc2ccccc21, [Na+], [OH-]. Yields the product CCc1cc(C(=O)c2ccccc2Cl)c(-n2c(C)nnc2CNC(=O)c2cc3ccccc3n2CC(=O)O)s1. As a reaction SMILES: [CH3:44][OH:45].[Cl:3][c:4]1[c:5]([C:6](=[O:7])[c:8]2[c:9](-[n:15]3[c:16]([CH2:21][NH:22][C:23](=[O:24])[c:25]4[n:26]([CH2:34][C:35](=[O:36])[O:37][CH2:38][CH3:39])[c:27]5[cH:28][cH:29][cH:30][cH:31][c:32]5[cH:33]4)[n:17][n:18][c:19]3[CH3:20])[s:10][c:11]([CH2:13][CH3:14])[cH:12]2)[cH:40][cH:41][cH:42][cH:43]1.[Na+:2].[OH-:1]>>[Cl:3][c:4]1[c:5]([C:6](=[O:7])[c:8]2[c:9](-[n:15]3[c:16]([CH2:21][NH:22][C:23](=[O:24])[c:25]4[n:26]([CH2:34][C:35](=[O:36])[OH:37])[c:27]5[cH:28][cH:29][cH:30][cH:31][c:32]5[cH:33]4)[n:17][n:18][c:19]3[CH3:20])[s:10][c:11]([CH2:13][CH3:14])[cH:12]2)[cH:40][cH:41][cH:42][cH:43]1.